This data is from the Open Reaction Database (ORD), a public repository of structured organic reaction records. The task is: describe an organic reaction: reactants, conditions, products, and yield Reactants: ClC1=C(C=NC2=CC=C(N=C12)C=1C=NC2=CC=CC=C2C1)C(=O)OCC (ethyl 4-chloro-6-quinolin-3-yl-1,5-naphthyridine-3-carboxylate), ClC1=C(C=NC2=CC=C(N=C12)C=1C=NC2=CC=CC=C2C1)C(=O)OCC (ethyl 4-chloro-6-quinolin-3-yl-1,5-naphthyridine-3-carboxylate), NC1CCN(CC1)C(=O)OCC1=CC=CC=C1 (4-amino-1-N-Cbz-piperidine), NC1CCN(CC1)C(=O)OCC1=CC=CC=C1 (4-amino-1-N-Cbz-piperidine), C([O-])([O-])=O.[K+].[K+] (potassium carbonate). Solvent: CN(C(C)=O)C (N,N-dimethylacetamide). Conditions: temperature 90 celsius, time 2 hour. The product is C(C1=CC=CC=C1)OC(=O)N1CCC(CC1)NC1=C(C=NC2=CC=C(N=C12)C=1C=NC2=CC=CC=C2C1)C(=O)OC (methyl 4-({1-[(benzyloxy)carbonyl]piperidin-4-yl}amino)-6-quinolin-3-yl-1,5-naphthyridine-3-carboxylate). Isolated yield 88.1%. RXN SMILES: Cl[C:2]1[C:11]2[C:6](=[CH:7][CH:8]=[C:9]([C:12]3[CH:13]=[N:14][C:15]4[C:20]([CH:21]=3)=[CH:19][CH:18]=[CH:17][CH:16]=4)[N:10]=2)[N:5]=[CH:4][C:3]=1[C:22]([O:24][CH2:25]C)=[O:23].[NH2:27][CH:28]1[CH2:33][CH2:32][N:31]([C:34]([O:36][CH2:37][C:38]2[CH:43]=[CH:42][CH:41]=[CH:40][CH:39]=2)=[O:35])[CH2:30][CH2:29]1.C(=O)([O-])[O-].[K+].[K+]>CN(C)C(=O)C>[CH2:37]([O:36][C:34]([N:31]1[CH2:30][CH2:29][CH:28]([NH:27][C:2]2[C:11]3[C:6](=[CH:7][CH:8]=[C:9]([C:12]4[CH:13]=[N:14][C:15]5[C:20]([CH:21]=4)=[CH:19][CH:18]=[CH:17][CH:16]=5)[N:10]=3)[N:5]=[CH:4][C:3]=2[C:22]([O:24][CH3:25])=[O:23])[CH2:33][CH2:32]1)=[O:35])[C:38]1[CH:43]=[CH:42][CH:41]=[CH:40][CH:39]=1 |f:2.3.4|. Reported procedure: A mixture of ethyl 4-chloro-6-quinolin-3-yl-1,5-naphthyridine-3-carboxylate (compound 41) (6.0 g, 17 mmol), 4-amino-1-N-Cbz-piperidine (compound 45) (4.1 g, 17 mmol), and potassium carbonate (4.6 g, 33 mmol) in N,N-dimethylacetamide (100 mL) was heated to 90° C. After 2 hours, the reaction was cooled to room temperature and filtered. The filtrate was concentrated and the residue was triturated with methanol to afford methyl 4-({1-[(benzyloxy)carbonyl]piperidin-4-yl}amino)-6-quinolin-3-yl-1,5-nap... The reactants are C(C)OC(=O)N1CC=2C(=NC=3C=CC=CC3C2C)CCC1 (2,3,4,5-tetrahydro-11-methyl-1H-2-azepino[4,3-b]quinoline-carboxylic acid ethyl ester), OO (hydrogen peroxide). The product is C(C)OC(=O)N1CC=2C(=[N+](C=3C=CC=CC3C2C)[O-])CCC1 (2,3,4,5-Tetrahydro-11-methyl-1H-2-azepino[4,3-b]quinoline-carboxylic acid ethyl ester 6-oxide). Isolated yield 60.0%. Reaction SMILES: [CH2:1]([O:3][C:4]([N:6]1[CH2:21][CH2:20][CH2:19][C:9]2=[N:10][C:11]3[CH:12]=[CH:13][CH:14]=[CH:15][C:16]=3[C:17]([CH3:18])=[C:8]2[CH2:7]1)=[O:5])[CH3:2].[OH:22]O>>[CH2:1]([O:3][C:4]([N:6]1[CH2:21][CH2:20][CH2:19][C:9]2=[N+:10]([O-:22])[C:11]3[CH:12]=[CH:13][CH:14]=[CH:15][C:16]=3[C:17]([CH3:18])=[C:8]2[CH2:7]1)=[O:5])[CH3:2]. Procedure details: 2,3,4,5-Tetrahydro-11-methyl-1H-2-azepino[4,3-b]quinoline-carboxylic acid ethyl ester 6-oxide was prepared analogous to Example 111 from 2,3,4,5-tetrahydro-11-methyl-1H-2-azepino[4,3-b]quinoline-carboxylic acid ethyl ester and hydrogen peroxide. Starting materials: [H-].[Al+3].[Li+].[H-].[H-].[H-] (lithium aluminum hydride), FC=1C=C(C=C(C1)F)N1N=C(C(=C1)C(=O)OC)CC (methyl 1 (3,5-difluorophenyl)-3-ethyl-1H-pyrazole-4-carboxylate), FC=1C=C(C=C(C1)F)N1N=C(C(=C1)C(=O)OC)CC (methyl 1-(3,5-difluorophenyl)-3-ethyl-1H-pyrazole-4-carboxylate), ice. Reagents/catalysts: [O-2].[O-2].[Mn+4] (manganese dioxide). The solvent is O1CCCC1 (tetrahydrofuran), C1(=CC=CC=C1)C (toluene), O1CCCC1 (tetrahydrofuran). Conditions: time 1 hour. The product is FC=1C=C(C=C(C1)F)N1N=C(C(=C1)C=O)CC (1-(3,5-difluorophenyl)-3-ethyl-1H-pyrazole-4-carbaldehyde). The yield is 53.8%. Reaction SMILES: [F:1][C:2]1[CH:3]=[C:4]([N:9]2[CH:13]=[C:12]([C:14](OC)=[O:15])[C:11]([CH2:18][CH3:19])=[N:10]2)[CH:5]=[C:6]([F:8])[CH:7]=1.[H-].[Al+3].[Li+].[H-].[H-].[H-]>O1CCCC1.C1(C)C=CC=CC=1.[O-2].[O-2].[Mn+4]>[F:8][C:6]1[CH:5]=[C:4]([N:9]2[CH:13]=[C:12]([CH:14]=[O:15])[C:11]([CH2:18][CH3:19])=[N:10]2)[CH:3]=[C:2]([F:1])[CH:7]=1 |f:1.2.3.4.5.6,9.10.11|. Reported procedure: A solution (35 mL) of methyl 1 (3,5-difluorophenyl)-3-ethyl-1H-pyrazole-4-carboxylate (6.5 g) synthesized in the above-mentioned (1) in tetrahydrofuran was added to an ice-cooled solution (65 mL) of lithium aluminum hydride (0.94 g) in tetrahydrofuran. The ice bath was removed, and the reaction mixture was stirred at room temperature for 1 hr. The mixture was ice-cooled again, and water (2.5 mL), 1N aqueous sodium hydroxide solution (12.5 mL) and water (2.5 mL) were successively added dropwise t...